Dataset: the Open Reaction Database (ORD), a public repository of structured organic reaction records. Task: describe an organic reaction: reactants, conditions, products, and yield Starting materials: CC(=O)O, Cl, CN(C(=O)N(C)C1CNCC1c1ccc(F)cc1)c1cc(C(F)(F)F)cc(C(F)(F)F)c1, O=N[O-], [Na+], O. Yields the product CN(C(=O)N(C)C1CN(N=O)CC1c1ccc(F)cc1)c1cc(C(F)(F)F)cc(C(F)(F)F)c1. Reaction SMILES: [CH3:38][C:39](=[O:40])[OH:41].[ClH:1].[F:2][C:3]([c:4]1[cH:5][c:6]([N:14]([C:15](=[O:16])[N:17]([CH3:18])[CH:19]2[CH2:20][NH:21][CH2:22][CH:23]2[c:24]2[cH:25][cH:26][c:27]([F:30])[cH:28][cH:29]2)[CH3:31])[cH:7][c:8]([C:10]([F:11])([F:12])[F:13])[cH:9]1)([F:32])[F:33].[N:34](=[O:35])[O-:36].[Na+:37].[OH2:42]>>[F:2][C:3]([c:4]1[cH:5][c:6]([N:14]([C:15](=[O:16])[N:17]([CH3:18])[CH:19]2[CH2:20][N:21]([N:34]=[O:35])[CH2:22][CH:23]2[c:24]2[cH:25][cH:26][c:27]([F:30])[cH:28][cH:29]2)[CH3:31])[cH:7][c:8]([C:10]([F:11])([F:12])[F:13])[cH:9]1)([F:32])[F:33]. Conditions: time 1 hour. Procedure details: 9.6 g (30 mmol) of 7-benzenesulphonylamino-1-methoxy-5,6,7,8-tetrahydronaphthalene are dissolved in 150 ml of analytical grade CH2Cl2, 40 ml of 1 molar (40 mmol) of boron tribromide solution are added dropwise at room temperature, the reaction mixture is subsequently stirred at room temperature for 1 hour and poured onto ice-water containing a little L-(+)-tartaric acid, the CH2Cl2 is separated off and the mixture is dried over MgSO4 and concentrated in vacuo, crystalline residue. RXN SMILES: [C:1]1([S:7]([NH:10][CH:11]2[CH2:20][C:19]3[C:18]([O:21]C)=[CH:17][CH:16]=[CH:15][C:14]=3[CH2:13][CH2:12]2)(=[O:9])=[O:8])[CH:6]=[CH:5][CH:4]=[CH:3][CH:2]=1.B(Br)(Br)Br.C(O)(=O)[C@@H]([C@H](C(O)=O)O)O>C(Cl)Cl>[C:1]1([S:7]([NH:10][CH:11]2[CH2:20][C:19]3[C:18]([OH:21])=[CH:17][CH:16]=[CH:15][C:14]=3[CH2:13][CH2:12]2)(=[O:8])=[O:9])[CH:2]=[CH:3][CH:4]=[CH:5][CH:6]=1. Product: C1(=CC=CC=C1)S(=O)(=O)NC1CCC=2C=CC=C(C2C1)O (7-Benzenesulphonylamino-5,6,7,8-tetrahydro-1-hydroxynaphthalene). Starting materials: C1(=CC=CC=C1)S(=O)(=O)NC1CCC=2C=CC=C(C2C1)OC (7-benzenesulphonylamino-1-methoxy-5,6,7,8-tetrahydronaphthalene), B(Br)(Br)Br (boron tribromide), C([C@H](O)[C@@H](O)C(=O)O)(=O)O (L-(+)-tartaric acid). The solvent is C(Cl)Cl (CH2Cl2). Starting materials: CCOC(=O)C.CCCCCC (EtOAc hexane), [Na].S(=O)(=O)(C1=CC=C(C)C=C1)NN=CC1=C(C=CC=C1)C1=CC=C(C=C1)F (4-Fluorophenyl benzaldehyde-tosylhydrazone sodium salt), C(=C)N1C(C=2C(C1=O)=CC=CC2)=O (N-vinyl-phthalimide), O1CCOCC1 (dioxane). Reagents/catalysts: [Cl-].C(C1=CC=CC=C1)[N+](CC)(CC)CC (benzyltriethylammonium chloride), CC(=O)[O-].CC(=O)[O-].CC(=O)[O-].CC(=O)[O-].[Rh+2].[Rh+2] (rhodium acetate dimer). The solvent is O (water), CCOC(=O)C (EtOAc). Run at time 8 hour. The product is FC1=CC=C(C=C1)[C@@H]1[C@@H](C1)N1C(C2=CC=CC=C2C1=O)=O (2-[cis-2-(4-fluoro-phenyl)cyclopropyl]-isoindole-1,3-dione). The yield is 12.0%. RXN SMILES: [Na].S(N[N:13]=[CH:14][C:15]1C=CC=C[C:16]=1[C:21]1[CH:26]=[CH:25][C:24]([F:27])=[CH:23][CH:22]=1)(C1C=CC(C)=CC=1)(=O)=O.C(N1[C:34](=[O:35])[C:33]2=[CH:36][CH:37]=[CH:38][CH:39]=[C:32]2[C:31]1=[O:40])=C.O1CCOCC1.CCOC(C)=O.CCCCCC>[Cl-].C([N+](CC)(CC)CC)C1C=CC=CC=1.CC([O-])=O.CC([O-])=O.CC([O-])=O.CC([O-])=O.[Rh+2].[Rh+2].O.CCOC(C)=O>[F:27][C:24]1[CH:23]=[CH:22][C:21]([C@H:16]2[CH2:15][C@H:14]2[N:13]2[C:34](=[O:35])[C:33]3[C:32](=[CH:39][CH:38]=[CH:37][CH:36]=3)[C:31]2=[O:40])=[CH:26][CH:25]=1 |f:0.1,4.5,6.7,8.9.10.11.12.13,^1:0|. Procedure: 4-Fluorophenyl benzaldehyde-tosylhydrazone sodium salt (1.57 g, 5 mmol), N-vinyl-phthalimide (2.59 g, 15 mmol), benzyltriethylammonium chloride (114 mg, 0.5 mmol), and rhodium acetate dimer (22 mg, 0.05 mmol) were stirred with dioxane (23 ml) to give a thick slurry. This was stirred overnight at room temperature. TIc (20% EtOAc/hexane) showed good conversion, so the mixture was shaken between EtOAc and water. The organic phase was dried with MgSO4 and evaporated to yield 3.8 g of a crude mixture... Reactants: CCCCCCCCCCCC(CC(O)C(CCCCCC)C(=O)OCc1ccccc1)OC1CCCCO1, C1CCOC1. Yields the product CCCCCCCCCCCC(CC(O)C(CCCCCC)C(=O)O)OC1CCCCO1. As a reaction SMILES: [CH2:1]([CH2:2][CH2:3][CH2:4][CH2:5][CH3:6])[CH:7]([C:8](=[O:9])[O:10][CH2:11][c:12]1[cH:13][cH:14][cH:15][cH:16][cH:17]1)[CH:18]([CH2:19][CH:20]([CH2:21][CH2:22][CH2:23][CH2:24][CH2:25][CH2:26][CH2:27][CH2:28][CH2:29][CH2:30][CH3:31])[O:32][CH:33]1[O:34][CH2:35][CH2:36][CH2:37][CH2:38]1)[OH:39].[CH2:40]1[O:41][CH2:42][CH2:43][CH2:44]1>>[CH2:1]([CH2:2][CH2:3][CH2:4][CH2:5][CH3:6])[CH:7]([C:8](=[O:9])[OH:10])[CH:18]([CH2:19][CH:20]([CH2:21][CH2:22][CH2:23][CH2:24][CH2:25][CH2:26][CH2:27][CH2:28][CH2:29][CH2:30][CH3:31])[O:32][CH:33]1[O:34][CH2:35][CH2:36][CH2:37][CH2:38]1)[OH:39]. Starting materials: P(=O)(O)(O)[O-].[Na+] (sodium dihydrogenphosphate), Cl(=O)[O-].[Na+] (sodium chlorite), OO (hydrogen peroxide), C(C)(=O)OC1=C(C=CC(=C1)C=O)OCC(C)C (5-formyl-2-isobutoxyphenyl acetate). Run in O (water), O (water), O (water), C(Cl)(Cl)Cl (Chloroform), C(C)#N (acetonitrile). Reaction conditions: time 2 hour. Product: C(C)(=O)OC=1C=C(C(=O)O)C=CC1OCC(C)C (3-(acetyloxy)-4-isobutoxybenzoic acid). The yield is 91.4%. Reaction SMILES: [C:1]([O:4][C:5]1[CH:10]=[C:9]([CH:11]=[O:12])[CH:8]=[CH:7][C:6]=1[O:13][CH2:14][CH:15]([CH3:17])[CH3:16])(=[O:3])[CH3:2].P([O-])(O)(O)=[O:19].[Na+].OO.Cl([O-])=O.[Na+]>C(#N)C.O.C(Cl)(Cl)Cl>[C:1]([O:4][C:5]1[CH:10]=[C:9]([CH:8]=[CH:7][C:6]=1[O:13][CH2:14][CH:15]([CH3:17])[CH3:16])[C:11]([OH:19])=[O:12])(=[O:3])[CH3:2] |f:1.2,4.5|. Procedure: In 38 ml of acetonitrile is dissolved 4.1 g of 5-formyl-2-isobutoxyphenyl acetate. To the solution thus obtained, 6.8 g of sodium dihydrogenphosphate dissolved in 20 ml of water and 3.6 ml of 30% aqueous hydrogen peroxide are successively added at ambient temperature, and then 3.6 g of sodium chlorite dissolved in 18 ml of water is dropwise added at 5-10° C. The mixture thus obtained is stirred at ambient temperature for 2 hours. Chloroform and water are added to the reaction mixture, the organi...